This data is from the Open Reaction Database (ORD), a public repository of structured organic reaction records. The task is: describe an organic reaction: reactants, conditions, products, and yield Starting materials: C(C)(C)(C)OC(=O)C1(CC1)OC1=CC(=C(C=C1)[N+](=O)[O-])F (1-(3-fluoro-4-nitro-phenoxy)-cyclopropanecarboxylic acid tert-butyl ester). Reagents/catalysts: [Pd] (palladium on charcoal). Run in C(C)O (ethanol). The product is C(C)(C)(C)OC(=O)C1(CC1)OC1=CC(=C(C=C1)N)F (1-(4-Amino-3-fluoro-phenoxy)-cyclopropanecarboxylic acid tert-butyl ester). RXN SMILES: [C:1]([O:5][C:6]([C:8]1([O:11][C:12]2[CH:17]=[CH:16][C:15]([N+:18]([O-])=O)=[C:14]([F:21])[CH:13]=2)[CH2:10][CH2:9]1)=[O:7])([CH3:4])([CH3:3])[CH3:2]>[Pd].C(O)C>[C:1]([O:5][C:6]([C:8]1([O:11][C:12]2[CH:17]=[CH:16][C:15]([NH2:18])=[C:14]([F:21])[CH:13]=2)[CH2:9][CH2:10]1)=[O:7])([CH3:4])([CH3:2])[CH3:3]. Procedure details: In analogy to the procedure described in example 15.2, 1-(3-fluoro-4-nitro-phenoxy)-cyclopropanecarboxylic acid tert-butyl ester was hydrogenated in the presence of 10% palladium on charcoal in ethanol to give the title compound as brown solid. MS: m/e=268.2 [M+H+]. Reactants: [Cl-].[Al+3].[Cl-].[Cl-] (aluminum chloride), CC=1C=CC(=CC1)C (p-xylene), C(C=C)[SiH](Cl)Cl (allyldichlorosilane). Product: CC1=C(C=C(C=C1)C)C(C[SiH](Cl)Cl)C (3-(2,5-dimethylphenyl)-1,1-dichloro-1-silabutane). Yield: 52.6%. RXN SMILES: [Cl-].[Al+3].[Cl-].[Cl-].[CH3:5][C:6]1[CH:7]=[CH:8][C:9]([CH3:12])=[CH:10][CH:11]=1.[CH2:13]([SiH:16]([Cl:18])[Cl:17])[CH:14]=[CH2:15]>>[CH3:5][C:6]1[CH:11]=[CH:10][C:9]([CH3:12])=[CH:8][C:7]=1[CH:14]([CH3:15])[CH2:13][SiH:16]([Cl:18])[Cl:17] |f:0.1.2.3|. Procedure: In the same apparatus and procedures as Example 1, 0.9 g (0.007 mol) of aluminum chloride and 37 g (0.349 mol) of p-xylene were reacted with 10 g (0.07 mol) of allyldichlorosilane at 0° C. for 1.5 hrs. Vacuum distillation of the solution gave 9.1 g (81%) of 3-(2,5-dimethylphenyl)-1,1-dichloro-1-silabutane (boiling point: 86°-9° C./0.6 mmHg). Yields the product N1C(=CC=C1)C=1C=C2C(=NC1)N=C(N2)CN2C(C1=C(C=C2)C(=CN1)C(C1=C(C=C(C=C1F)F)F)=O)=O (6-{[6-(1H-pyrrol-2-yl)-1H-imidazo[4,5-b]pyridin-2-yl]methyl}-3-(2,4,6-trifluorobenzoyl)-1,6-dihydro-7H-pyrrolo[2,3-c]pyridin-7-one). The reactants are BrC=1C=C2C(=NC1)N=C(N2)CN2C(C1=C(C=C2)C(=CN1)C(C1=C(C=C(C=C1F)F)F)=O)=O (6-[(6-bromo-1H-imidazo[4,5-b]pyridin-2-yl)methyl]-3-(2,4,6-trifluorobenzoyl)-1,6-dihydro-7H-pyrrolo[2,3-c]pyridin-7-one), C(C)(C)(C)OC(=O)N1C(=CC=C1)B(O)O ([1-(tert-butoxycarbonyl)-1H-pyrrol-2-yl]boronic acid), C([O-])([O-])=O.[Cs+].[Cs+] (cesium carbonate). The solvent is C(C)#N.O (acetonitril water). Procedure: A microwavable vial was charged with 6-[(6-bromo-1H-imidazo[4,5-b]pyridin-2-yl)methyl]-3-(2,4,6-trifluorobenzoyl)-1,6-dihydro-7H-pyrrolo[2,3-c]pyridin-7-one (20 mg, 0.04 mmol), [1-(tert-butoxycarbonyl)-1H-pyrrol-2-yl]boronic acid (12.6 mg, 0.06 mmol), cesium carbonate (39 mg, 0.119 mmol), bis(triphenylphosphine)palladium(II) chloride (2.8 mg, 3.98 umol) and acetonitril/water (0.6/0.2 ml). The vial was sealed, purged by 3 cycles of freeze-pump-thaw. The resultant suspension was heated to 135° C. ... As a reaction SMILES: Br[C:2]1[CH:3]=[C:4]2[NH:10][C:9]([CH2:11][N:12]3[CH:17]=[CH:16][C:15]4[C:18]([C:21](=[O:31])[C:22]5[C:27]([F:28])=[CH:26][C:25]([F:29])=[CH:24][C:23]=5[F:30])=[CH:19][NH:20][C:14]=4[C:13]3=[O:32])=[N:8][C:5]2=[N:6][CH:7]=1.C(OC([N:40]1[CH:44]=[CH:43][CH:42]=[C:41]1B(O)O)=O)(C)(C)C.C(=O)([O-])[O-].[Cs+].[Cs+]>Cl[Pd](Cl)([P](C1C=CC=CC=1)(C1C=CC=CC=1)C1C=CC=CC=1)[P](C1C=CC=CC=1)(C1C=CC=CC=1)C1C=CC=CC=1.C(#N)C.O>[NH:40]1[CH:44]=[CH:43][CH:42]=[C:41]1[C:2]1[CH:3]=[C:4]2[NH:10][C:9]([CH2:11][N:12]3[CH:17]=[CH:16][C:15]4[C:18]([C:21](=[O:31])[C:22]5[C:23]([F:30])=[CH:24][C:25]([F:29])=[CH:26][C:27]=5[F:28])=[CH:19][NH:20][C:14]=4[C:13]3=[O:32])=[N:8][C:5]2=[N:6][CH:7]=1 |f:2.3.4,6.7,^1:56,75|. Run at temperature 135 celsius. Reagents/catalysts: Cl[Pd]([P](C1=CC=CC=C1)(C2=CC=CC=C2)C3=CC=CC=C3)([P](C4=CC=CC=C4)(C5=CC=CC=C5)C6=CC=CC=C6)Cl (bis(triphenylphosphine)palladium(II) chloride). Yield: 8.2%. Starting materials: O=C(O)CC1Cc2cc(Cl)c3[nH]ncc3c2CN(Cc2ccncc2)C1=O, CC(C)(C)CN1Cc2c(cc(Cl)c3[nH]ncc23)CC(CC(=O)N2CCC(N3Cc4ccccc4NC3=O)CC2)C1=O, Cl, Cl, Cl, c1ccc(-c2cc(C3CCNCC3)n[nH]2)cc1. The product is O=C(CC1Cc2cc(Cl)c3[nH]ncc3c2CN(Cc2ccncc2)C1=O)N1CCC(c2cc(-c3ccccc3)[nH]n2)CC1. RXN SMILES: [Cl:3][c:4]1[cH:5][c:6]2[c:7]([c:8]3[cH:9][n:10][nH:11][c:12]13)[CH2:13][N:14]([CH2:23][c:24]1[cH:25][cH:26][n:27][cH:28][cH:29]1)[C:15](=[O:22])[CH:16]([CH2:18][C:19](=[O:20])[OH:21])[CH2:17]2.[Cl:48][c:49]1[c:50]2[nH:51][n:52][cH:53][c:54]2[c:55]2[c:87]([cH:88]1)[CH2:86][CH:65]([CH2:66][C:67](=[O:68])[N:69]1[CH2:70][CH2:71][CH:72]([N:73]3[CH2:74][c:75]4[c:76]([cH:77][cH:78][cH:79][cH:80]4)[NH:81][C:82]3=[O:83])[CH2:84][CH2:85]1)[C:63](=[O:64])[N:57]([CH2:58][C:59]([CH3:60])([CH3:61])[CH3:62])[CH2:56]2.[ClH:1].[ClH:2].[ClH:30].[c:31]1(-[c:37]2[cH:38][c:39]([CH:42]3[CH2:43][CH2:44][NH:45][CH2:46][CH2:47]3)[n:40][nH:41]2)[cH:32][cH:33][cH:34][cH:35][cH:36]1>>[Cl:3][c:4]1[cH:5][c:6]2[c:7]([c:8]3[cH:9][n:10][nH:11][c:12]13)[CH2:13][N:14]([CH2:23][c:24]1[cH:25][cH:26][n:27][cH:28][cH:29]1)[C:15](=[O:22])[CH:16]([CH2:18][C:19](=[O:21])[N:45]1[CH2:44][CH2:43][CH:42]([c:39]3[cH:38][c:37](-[c:31]4[cH:32][cH:33][cH:34][cH:35][cH:36]4)[nH:41][n:40]3)[CH2:47][CH2:46]1)[CH2:17]2. Starting materials: [H-].[Al+3].[Li+].[H-].[H-].[H-] (Lithium aluminum hydride), COC(=O)C1=NC=C(C(=C1C)OC)C (2-methoxycarbonyl-3,5-dimethyl-4-methoxypyridine). The solvent is C1CCOC1 (THF), C1CCOC1 (THF). Reaction conditions: temperature 0 celsius, time 2 hour. The product is OCC1=NC=C(C(=C1C)OC)C (2-hydroxymethyl-3,5-dimethyl-4-methoxypyridine). Yield: 51.3%. RXN SMILES: [H-].[Al+3].[Li+].[H-].[H-].[H-].C[O:8][C:9]([C:11]1[C:16]([CH3:17])=[C:15]([O:18][CH3:19])[C:14]([CH3:20])=[CH:13][N:12]=1)=O>C1COCC1>[OH:8][CH2:9][C:11]1[C:16]([CH3:17])=[C:15]([O:18][CH3:19])[C:14]([CH3:20])=[CH:13][N:12]=1 |f:0.1.2.3.4.5|. Procedure details: Lithium aluminum hydride (0.94 g, 25.4 mmol) was dissolved in 100 ml of absolute THF and added in a dropwise manner to a stirred solution of compound 8 (2.5 g, 12.82 mmol) in 20 ml of THF at 0° C. The mixture was stirred at 0° C. for 2 hr. Excess LiAlH4 was then destroyed with ethyl acetate. The combined organic phases were dried, filtered, and evaporated in vacuo to give compound 9 (1.1 g, 50% yield). It gave same analytic data as those of an authentic sample. The reactants are [OH-].[Na+] (sodium hydroxide), [I-].C[S+](=O)(C)C (trimethyl sulfoxonium iodide), C(CCCCC)C(C=CC1=CC(=CC=C1)O)=O (1-n-hexyl-3-(3-hydroxyphenyl)-2-propene-1-one). Run in CS(=O)C (DMSO), CS(=O)C (DMSO). Run at time 1 hour. The product is C(CCCCC)C(=O)C1C(C1)C1=CC(=CC=C1)O (2-(3-Hydroxyphenyl)cyclopropyl n-hexyl Ketone). Isolated yield 37.7%. RXN SMILES: [OH-].[Na+].[I-].[CH3:4][S+](C)(C)=O.[CH2:9]([C:15](=[O:25])[CH:16]=[CH:17][C:18]1[CH:23]=[CH:22][CH:21]=[C:20]([OH:24])[CH:19]=1)[CH2:10][CH2:11][CH2:12][CH2:13][CH3:14]>CS(C)=O>[CH2:9]([C:15]([CH:16]1[CH2:4][CH:17]1[C:18]1[CH:23]=[CH:22][CH:21]=[C:20]([OH:24])[CH:19]=1)=[O:25])[CH2:10][CH2:11][CH2:12][CH2:13][CH3:14] |f:0.1,2.3|. Procedure: To a 300 ml round bottom flask equipped with magnetic stirrer, nitrogen inlet, thermometer and addition funnel was charged 0.3 g (0.0069 moles) of powdered sodium hydroxide, 1.5 g (0.0069 moles) of trimethyl sulfoxonium iodide, and 50 mls of anhydrous DMSO. The mixture was then stirred at ambient temperature for 1 hour. The mixture was then cooled to 15° C., and a solution of 1-n-hexyl-3-(3-hydroxyphenyl)-2-propene-1-one (0.8 g, 0.0069 moles) was added dropwise in 5 mls of DMSO. The reaction was... Reactants: IC1CC=2NC=CC=CC2NC1=O (3-iodo-2,3,4,5-tetrahydro-1H-pyrido[3,2-b]azepin-2-one), N (ammonia). The product is NC1CC=2NC=CC=CC2NC1=O (3-amino-2,3,4,5-tetrahydro-1H-pyrido[3,2-b]azepin-2-one). Reaction SMILES: I[CH:2]1[C:12](=[O:13])[NH:11][C:10]2[CH:9]=[CH:8][CH:7]=[CH:6][NH:5][C:4]=2[CH2:3]1.[NH3:14]>>[NH2:14][CH:2]1[C:12](=[O:13])[NH:11][C:10]2[CH:9]=[CH:8][CH:7]=[CH:6][NH:5][C:4]=2[CH2:3]1. Procedure details: Thus obtained 3-iodo-2,3,4,5-tetrahydro-1H-pyrido[3,2-b]azepin-2-one (109 mg) was dissolved in 7 M methanolic ammonia solution (5 mL) at room temperature under argon. When the starting material was consumed, the mixture was evaporated under vacuum, and the residue was purified by silica gel chromatography to obtain 3-amino-2,3,4,5-tetrahydro-1H-pyrido[3,2-b]azepin-2-one.